This data is from the Open Reaction Database (ORD), a public repository of structured organic reaction records. The task is: describe an organic reaction: reactants, conditions, products, and yield The reactants are solution, C[Si](C)(C)[N-][Si](C)(C)C.[Li+] (lithium bis(trimethylsilyl)amide), C(CCC)C=1NC2=CC=C(C=C2C(N1)=O)C=C (2-Butyl-6-ethenyl-4(1H)-quinazolinone), BrCC1=CC=C(C=C1)C1=C(C=CC=C1)C1=NN=NN1C(C1=CC=CC=C1)(C1=CC=CC=C1)C1=CC=CC=C1 (5-(4'-(bromomethyl)-[1,1'-biphenyl]-2-yl]-1-(triphenylmethyl)-1H-tetrazole). Solvent: O1CCCC1 (tetrahydrofuran). Yields the product C(CCC)C1=NC2=CC=C(C=C2C(N1CC1=CC=C(C=C1)C1=C(C=CC=C1)C1=NN=NN1C(C1=CC=CC=C1)(C1=CC=CC=C1)C1=CC=CC=C1)=O)C=C (2-Butyl-6-ethenyl-3-[[2'-[1-(triphenylmethyl)-1H-tetrazol-5-yl][1,1'-biphenyl]-4-yl]methyl]-4(3H)-quinazolinone). Yield: 69.1%. RXN SMILES: [CH2:1]([C:5]1[NH:6][C:7]2[C:12]([C:13](=[O:15])[N:14]=1)=[CH:11][C:10]([CH:16]=[CH2:17])=[CH:9][CH:8]=2)[CH2:2][CH2:3][CH3:4].C[Si]([N-][Si](C)(C)C)(C)C.[Li+].Br[CH2:29][C:30]1[CH:35]=[CH:34][C:33]([C:36]2[CH:41]=[CH:40][CH:39]=[CH:38][C:37]=2[C:42]2[N:46]([C:47]([C:60]3[CH:65]=[CH:64][CH:63]=[CH:62][CH:61]=3)([C:54]3[CH:59]=[CH:58][CH:57]=[CH:56][CH:55]=3)[C:48]3[CH:53]=[CH:52][CH:51]=[CH:50][CH:49]=3)[N:45]=[N:44][N:43]=2)=[CH:32][CH:31]=1>O1CCCC1>[CH2:1]([C:5]1[N:14]([CH2:29][C:30]2[CH:31]=[CH:32][C:33]([C:36]3[CH:41]=[CH:40][CH:39]=[CH:38][C:37]=3[C:42]3[N:46]([C:47]([C:60]4[CH:65]=[CH:64][CH:63]=[CH:62][CH:61]=4)([C:54]4[CH:55]=[CH:56][CH:57]=[CH:58][CH:59]=4)[C:48]4[CH:53]=[CH:52][CH:51]=[CH:50][CH:49]=4)[N:45]=[N:44][N:43]=3)=[CH:34][CH:35]=2)[C:13](=[O:15])[C:12]2[C:7](=[CH:8][CH:9]=[C:10]([CH:16]=[CH2:17])[CH:11]=2)[N:6]=1)[CH2:2][CH2:3][CH3:4] |f:1.2|. Procedure details: To a suspension of 4.49 g of 2-Butyl-6-ethenyl-4(1H)-quinazolinone in 70 ml of dry tetrabydrofuran at room temperature is rapidly added 23.63 9 of a 1.0M solution of lithium bis(trimethylsilyl)amide in tetrahydrofuran. After stirring for 20 minutes at room temperature 21.94 g of 5-(4'-(bromomethyl)-[1,1'-biphenyl]-2-yl]-1-(triphenylmethyl)-1H-tetrazole is rapidly added in one portion and the reaction mixture heated at reflux for 48 hours. After cooling to room temperature, the reaction mixture i... As a reaction SMILES: [C:1]([C:5]1[N:6]=[C:7]([N:16]2[CH2:20][CH2:19][C:18]([F:22])([F:21])[CH2:17]2)[C:8]2[C:9](=[N:11][N:12]([CH2:14][CH3:15])[N:13]=2)[N:10]=1)([CH3:4])([CH3:3])[CH3:2].C(C1N=C(N2CCC(F)(F)C2)C2N=NNC=2N=1)(C)(C)C.BrCC1[CH:50]=[CH:49][CH:48]=[C:47]([Cl:51])[C:46]=1[Cl:52]>>[C:1]([C:5]1[N:6]=[C:7]([N:16]2[CH2:20][CH2:19][C:18]([F:21])([F:22])[CH2:17]2)[C:8]2[C:9](=[N:11][N:12]([CH2:14][C:15]3[CH:50]=[CH:49][CH:48]=[C:47]([Cl:51])[C:46]=3[Cl:52])[N:13]=2)[N:10]=1)([CH3:2])([CH3:3])[CH3:4]. The product is C(C)(C)(C)C=1N=C(C=2C(N1)=NN(N2)CC2=C(C(=CC=C2)Cl)Cl)N2CC(CC2)(F)F (5-tert-Butyl-2-(2,3-dichloro-benzyl)-7-(3,3-difluoro-pyrrolidin-1-yl)-2H-[1,2,3]triazolo[4,5-d]pyrimidine), solid. Yield: 30.0%. Reported procedure: In analogy to the procedure described for the synthesis of 5-tert-butyl-7-(3,3-difluoro-pyrrolidin-1-yl)-2-ethyl-2H-[1,2,3]triazolo[4,5-d]pyrimidine (example 3, step b), the title compound was prepared from 5-tert-butyl-7-(3,3-difluoropyrrolidin-1-yl)-3H-[1,2,3]triazolo[4,5-d]pyrimidine and 1-(bromomethyl)-2,3-dichlorobenzene and isolated as white solid (5.5 mg, 30%). MS (m/e): 441.4 (MH+). The reactants are C(C)(C)(C)C=1N=C(C=2C(N1)=NN(N2)CC)N2CC(CC2)(F)F (5-tert-Butyl-7-(3,3-difluoro-pyrrolidin-1-yl)-2-ethyl-2H-[1,2,3]triazolo[4,5-d]pyrimidine), C(C)(C)(C)C=1N=C(C2=C(N1)NN=N2)N2CC(CC2)(F)F (5-tert-butyl-7-(3,3-difluoropyrrolidin-1-yl)-3H-[1,2,3]triazolo[4,5-d]pyrimidine), BrCC1=C(C(=CC=C1)Cl)Cl (1-(bromomethyl)-2,3-dichlorobenzene).